Dataset: the Open Reaction Database (ORD), a public repository of structured organic reaction records. Task: describe an organic reaction: reactants, conditions, products, and yield The reactants are CCC(O)c1cccc(F)c1Oc1ccnc2cc(OC)c(OC)cc12, CN(C)C, CS(C)=O, O, O=S(=O)=O. The product is CCC(=O)c1cccc(F)c1Oc1ccnc2cc(OC)c(OC)cc12. RXN SMILES: [CH3:1][O:2][c:3]1[cH:4][c:5]2[c:6]([O:15][c:16]3[c:17]([CH:23]([CH2:24][CH3:25])[OH:26])[cH:18][cH:19][cH:20][c:21]3[F:22])[cH:7][cH:8][n:9][c:10]2[cH:11][c:12]1[O:13][CH3:14].[CH3:27][N:28]([CH3:29])[CH3:30].[CH3:36][S:37]([CH3:38])=[O:39].[OH2:35].[S:31](=[O:32])(=[O:33])=[O:34]>>[CH3:1][O:2][c:3]1[cH:4][c:5]2[c:6]([O:15][c:16]3[c:17]([C:23]([CH2:24][CH3:25])=[O:26])[cH:18][cH:19][cH:20][c:21]3[F:22])[cH:7][cH:8][n:9][c:10]2[cH:11][c:12]1[O:13][CH3:14]. Starting materials: C(C)(=O)O (acetic acid), C(C1=CC=CC=C1)OC=1C=C(C=CC1)CCCCNCCCCO (4-[(3-benzyloxyphenyl)butylamino]-1-butanol). Solvent: O (water). Conditions: temperature 80 celsius. Yields the product C(C)(=O)OCCCCNCCCCC1=CC(=CC=C1)OCC1=CC=CC=C1 (4-[(3-benzyloxyphenyl)butylamino]butyl acetate). Isolated yield 88.0%. Reaction SMILES: [C:1]([OH:4])(=[O:3])[CH3:2].[CH2:5]([O:12][C:13]1[CH:14]=[C:15]([CH2:19][CH2:20][CH2:21][CH2:22][NH:23][CH2:24][CH2:25][CH2:26][CH2:27]O)[CH:16]=[CH:17][CH:18]=1)[C:6]1[CH:11]=[CH:10][CH:9]=[CH:8][CH:7]=1>O>[C:1]([O:4][CH2:27][CH2:26][CH2:25][CH2:24][NH:23][CH2:22][CH2:21][CH2:20][CH2:19][C:15]1[CH:16]=[CH:17][CH:18]=[C:13]([O:12][CH2:5][C:6]2[CH:7]=[CH:8][CH:9]=[CH:10][CH:11]=2)[CH:14]=1)(=[O:3])[CH3:2]. Procedure details: To 10 ml of anhydrous acetic acid was added 2.7 g (8.2 mmol) of 4-[(3-benzyloxyphenyl)butylamino]-1-butanol and the mixture was stirred with heating at 80° C. for 1 hour. The reaction mixture was poured into 150 ml of water and subjected to extraction with ethyl acetate. Washing was performed with a saturated sodium bicarbonate solution and then with a saturated saline solution. Drying over anhydrous sodium sulfate and concentration were performed. The residue was purified by silica gel column c... Starting materials: [Al+3], C1CCOC1, CCOCC, N#Cc1cccc(Oc2ccc(C3CCCCC3)cc2)c1, [Cl-], [H-], [H-], [H-], [H-], [Li+], [NH4+]. Product: NCc1cccc(Oc2ccc(C3CCCCC3)cc2)c1. RXN SMILES: [Al+3:23].[CH2:35]1[O:36][CH2:37][CH2:38][CH2:39]1.[CH3:30][CH2:31][O:32][CH2:33][CH3:34].[CH:1]1([c:7]2[cH:8][cH:9][c:10]([O:11][c:12]3[cH:13][c:14]([C:15]#[N:16])[cH:17][cH:18][cH:19]3)[cH:20][cH:21]2)[CH2:2][CH2:3][CH2:4][CH2:5][CH2:6]1.[Cl-:28].[H-:22].[H-:25].[H-:26].[H-:27].[Li+:24].[NH4+:29]>>[CH:1]1([c:7]2[cH:8][cH:9][c:10]([O:11][c:12]3[cH:13][c:14]([CH2:15][NH2:16])[cH:17][cH:18][cH:19]3)[cH:20][cH:21]2)[CH2:2][CH2:3][CH2:4][CH2:5][CH2:6]1. Reaction SMILES: [Br:14][C:15]([C:16](=[O:17])[O:18][CH2:19][CH3:20])([CH3:21])[CH3:22].[C:1]([CH3:2])([CH3:3])([CH3:4])[O:5][C:6](=[O:7])[N:8]1[CH2:9][CH2:10][NH:11][CH2:12][CH2:13]1.[C:23](=[O:24])([O-:25])[O-:26].[CH3:29][C:30]#[N:31].[K+:27].[K+:28]>>[C:1]([CH3:2])([CH3:3])([CH3:4])[O:5][C:6](=[O:7])[N:8]1[CH2:9][CH2:10][N:11]([C:15]([C:16](=[O:17])[O:18][CH2:19][CH3:20])([CH3:21])[CH3:22])[CH2:12][CH2:13]1. Starting materials: CCOC(=O)C(C)(C)Br, CC(C)(C)OC(=O)N1CCNCC1, O=C([O-])[O-], CC#N, [K+], [K+]. Product: CCOC(=O)C(C)(C)N1CCN(C(=O)OC(C)(C)C)CC1. Reported procedure: Potassium carbonate (5.0 g) and bromoethylmethyl ether (5.0 g) are added to a solution of N-(4-chlorobenzyl)-4-hydroxy-2-(hydroxymethyl)thieno[2,3-b]pyridine-5-carboxamide (11.4 g, prepared as described in U.S. Pat. No. 6,239,142) in anhydrous DMF (350 mL). The reaction mixture is stirred at room temperature for 18 b. The mixture is diluted with water (600 mL) and filtered. The resulting white powder is dried in a vacuum oven to afford 8.44 g of the title compound as a white solid. Physical char... Product: ClC1=CC=C(CNC(=O)C=2C(C3=C(N(C2)CCOC)SC(=C3)CO)=O)C=C1 (N-(4-Chlorobenzyl)-2-(hydroxymethyl)-7-(2-methoxyethyl)-4-oxo-4,7-dihydro-thieno[2,3-b]pyridin-5-carboxamide). The reactants are C([O-])([O-])=O.[K+].[K+] (Potassium carbonate), BrCCOC (bromoethylmethyl ether), ClC1=CC=C(CNC(=O)C=2C(=C3C(=NC2)SC(=C3)CO)O)C=C1 (N-(4-chlorobenzyl)-4-hydroxy-2-(hydroxymethyl)thieno[2,3-b]pyridine-5-carboxamide). RXN SMILES: C(=O)([O-])[O-].[K+].[K+].Br[CH2:8][CH2:9][O:10][CH3:11].[Cl:12][C:13]1[CH:34]=[CH:33][C:16]([CH2:17][NH:18][C:19]([C:21]2[C:22]([OH:32])=[C:23]3[CH:29]=[C:28]([CH2:30][OH:31])[S:27][C:24]3=[N:25][CH:26]=2)=[O:20])=[CH:15][CH:14]=1>CN(C=O)C.O>[Cl:12][C:13]1[CH:14]=[CH:15][C:16]([CH2:17][NH:18][C:19]([C:21]2[C:22](=[O:32])[C:23]3[CH:29]=[C:28]([CH2:30][OH:31])[S:27][C:24]=3[N:25]([CH2:8][CH2:9][O:10][CH3:11])[CH:26]=2)=[O:20])=[CH:33][CH:34]=1 |f:0.1.2|. Solvent: CN(C)C=O (DMF), O (water).